From a dataset of the Open Reaction Database (ORD), a public repository of structured organic reaction records. describe an organic reaction: reactants, conditions, products, and yield Starting materials: N1C(=CC=C1)C=O (pyrrole-2-carboxaldehyde), C(=O)(OC)C=P(C1=CC=CC=C1)(C1=CC=CC=C1)C1=CC=CC=C1 ((carbomethoxymethylene)-triphenylphosphorane). Solvent: C1=CC=CC=C1 (benzene). Yields the product COC(=O)CCC=1NC=CC1 (2-(2-methoxycarbonylethyl)pyrrole), mixture. As a reaction SMILES: [NH:1]1[CH:5]=[CH:4][CH:3]=[C:2]1[CH:6]=O.[C:8]([CH:12]=P(C1C=CC=CC=1)(C1C=CC=CC=1)C1C=CC=CC=1)([O:10][CH3:11])=[O:9]>C1C=CC=CC=1>[CH3:11][O:10][C:8]([CH2:12][CH2:6][C:2]1[NH:1][CH:5]=[CH:4][CH:3]=1)=[O:9]. Procedure details: The 2-(2-methoxycarbonylethyl)pyrrole is prepared as follows: A solution of pyrrole-2-carboxaldehyde (3.9 g, 41 mmol) and (carbomethoxymethylene)-triphenylphosphorane (14 g, 42 mmol) in 160 mL of dry benzene is heated at reflux for 18 hours under a nitrogen atmosphere. After cooling, the reaction mixture is concentrated under vacuum and the resulting oil is purified by silica gel column chromatography, eluting with a mixture of ethyl acetate and hexane (1:9) to give 5.11 g of a mixture of cis- a... Starting materials: S(N)(=O)(=O)C1=CC2=NC=C(C=C2S1)OC (2-sulfamoyl-6-methoxythieno[3,2-b]pyridine), Cl.N1=CC=CC=C1 (pyridine hydrochloride). Solvent: O (water). Conditions: temperature 190 celsius. Yields the product S(N)(=O)(=O)C1=CC2=NC=C(C=C2S1)O (2-Sulfamoyl-6-hydroxythieno[3,2-b]pyridine). Isolated yield 68.0%. Reaction SMILES: [S:1]([C:5]1[S:13][C:12]2[C:7](=[N:8][CH:9]=[C:10]([O:14]C)[CH:11]=2)[CH:6]=1)(=[O:4])(=[O:3])[NH2:2].Cl.N1C=CC=CC=1>O>[S:1]([C:5]1[S:13][C:12]2[C:7](=[N:8][CH:9]=[C:10]([OH:14])[CH:11]=2)[CH:6]=1)(=[O:3])(=[O:4])[NH2:2] |f:1.2|. Procedure: A mixture of 2-sulfamoyl-6-methoxythieno[3,2-b]pyridine (512 mg, 2.1 mmol) and pyridine hydrochloride (1.62 g, 14 mmol), under a nitrogen atmosphere, was placed in an oil bath heated at 190° C. for 3/4 hour. The cooled mixture was diluted with water as the product slowly crystallized out. The mixture was extracted into ethyl acetate/methanol, washed with water, dried over anhydrous sodium sulfate, filtered through a pad of charcoal and evaporated. The residue was triturated with diethyl ether an... The reactants are C(=O)(OC(C)(C)C)C1=CC=C(C(=O)NC(C(=O)O)C(N)=N)C=C1 (4-BOC-amidinobenzamidoacetic acid), N1(CCNCC1)CC(=O)OCC1=CC=CC=C1 (benzyl piperazin-1-ylacetate). Product: C(=O)(OC(C)(C)C)C1=CC=C(C(=O)NC(C(=O)N2CCN(CC2)CC(=O)OCC2=CC=CC=C2)C(N)=N)C=C1 (benzyl 4-(4-BOC-amidinobenzamidoacetyl)piperazin-1-ylacetate). Reaction SMILES: [C:1]([C:8]1[CH:23]=[CH:22][C:11]([C:12]([NH:14][CH:15]([C:19](=[NH:21])[NH2:20])[C:16]([OH:18])=O)=[O:13])=[CH:10][CH:9]=1)([O:3][C:4]([CH3:7])([CH3:6])[CH3:5])=[O:2].[N:24]1([CH2:30][C:31]([O:33][CH2:34][C:35]2[CH:40]=[CH:39][CH:38]=[CH:37][CH:36]=2)=[O:32])[CH2:29][CH2:28][NH:27][CH2:26][CH2:25]1>>[C:1]([C:8]1[CH:9]=[CH:10][C:11]([C:12]([NH:14][CH:15]([C:19](=[NH:21])[NH2:20])[C:16]([N:27]2[CH2:26][CH2:25][N:24]([CH2:30][C:31]([O:33][CH2:34][C:35]3[CH:40]=[CH:39][CH:38]=[CH:37][CH:36]=3)=[O:32])[CH2:29][CH2:28]2)=[O:18])=[O:13])=[CH:22][CH:23]=1)([O:3][C:4]([CH3:7])([CH3:5])[CH3:6])=[O:2]. Procedure details: 4-(4-Amidinobenzamidoacetyl)piperazin-1-ylacetic acid, FAB 348, is obtained analogously from 4-(4-BOC-amidinobenzamidoacetyl)piperazin-1-ylacetic acid (FAB 448; obtainable by condensing 4-BOC-amidinobenzamidoacetic acid with benzyl piperazin-1-ylacetate to give benzyl 4-(4-BOC-amidinobenzamidoacetyl)piperazin-1-ylacetate and hydrogenolyzing the benzyl ester group). The reactants are CC=1C(=C2C=CN(C2=C(C1)C)S(=O)(=O)C1=CC=C(C)C=C1)C(C)(N(C)C)C1=NC2=C(N1COCC[Si](C)(C)C)C=CC(=C2)C#N ((±)-2-(1-(5,7-dimethyl-1-tosyl-1H-indol-4-yl)-1-(dimethylamino)ethyl)-1-((2-(trimethylsilyl)ethoxy)methyl)-1H-benzo[d]imidazole-5-carbonitrile), CC=1C(=C2C=CN(C2=C(C1)C)S(=O)(=O)C1=CC=C(C)C=C1)C(C)(N(C)C)C1=NC2=C(N1COCC[Si](C)(C)C)C=C(C=C2)C#N ((±)-2-(1-(5,7-dimethyl-1-tosyl-1H-indol-4-yl)-1-(dimethylamino)ethyl)-1-((2-(trimethylsilyl)ethoxy)methyl)-1H-benzo[d]imidazole-6-carbonitrile), 64-C. The product is CC=1C(=C2C=CNC2=C(C1)C)C(C)(N(C)C)C1=NC2=C(N1)C=CC(=C2)C#N ((±)-2-(1-(5,7-dimethyl-1H-indol-4-yl)-1-(dimethylamino)ethyl)-1H-benzo[d]imidazole-5-carbonitrile). RXN SMILES: [CH3:1][C:2]1[C:3]([C:22]([C:27]2[N:31](COCC[Si](C)(C)C)[C:30]3[CH:40]=[CH:41][C:42]([C:44]#[N:45])=[CH:43][C:29]=3[N:28]=2)([N:24]([CH3:26])[CH3:25])[CH3:23])=[C:4]2[C:8](=[C:9]([CH3:11])[CH:10]=1)[N:7](S(C1C=CC(C)=CC=1)(=O)=O)[CH:6]=[CH:5]2.CC1C(C(C2N(COCC[Si](C)(C)C)C3C=C(C#N)C=CC=3N=2)(N(C)C)C)=C2C(=C(C)C=1)N(S(C1C=CC(C)=CC=1)(=O)=O)C=C2>>[CH3:1][C:2]1[C:3]([C:22]([C:27]2[NH:31][C:30]3[CH:40]=[CH:41][C:42]([C:44]#[N:45])=[CH:43][C:29]=3[N:28]=2)([N:24]([CH3:26])[CH3:25])[CH3:23])=[C:4]2[C:8](=[C:9]([CH3:11])[CH:10]=1)[NH:7][CH:6]=[CH:5]2. Procedure: The title compound was synthesized from a mixture of (±)-2-(1-(5,7-dimethyl-1-tosyl-1H-indol-4-yl)-1-(dimethylamino)ethyl)-1-((2-(trimethylsilyl)ethoxy)methyl)-1H-benzo[d]imidazole-5-carbonitrile and (±)-2-(1-(5,7-dimethyl-1-tosyl-1H-indol-4-yl)-1-(dimethylamino)ethyl)-1-((2-(trimethylsilyl)ethoxy)methyl)-1H-benzo[d]imidazole-6-carbonitrile as described in Example 102-B and 64-C. 1H NMR (400 MHz, CD3OD) δ ppm 7.56-8.08 (br. m, 2H), 7.55 (m, J=8.15, 1.20 Hz, 1H), 7.03 (d, J=3.23 Hz, 1H) 6.72 (s, ... The reactants are C1COCCN1, ClCCl, CC(C)(C)OC(=O)N1CCC(Oc2cc(F)ccc2C(=O)Nc2ccccc2C(=O)Nc2ccc(Cl)cn2)CC1. Yields the product CC(C)(C)OC(=O)N1CCC(Oc2cc(N3CCOCC3)ccc2C(=O)Nc2ccccc2C(=O)Nc2ccc(Cl)cn2)CC1. As a reaction SMILES: [CH2:41]1[CH2:42][O:43][CH2:44][CH2:45][NH:46]1.[CH2:47]([Cl:48])[Cl:49].[F:1][c:2]1[cH:3][c:4]([O:27][CH:28]2[CH2:29][CH2:30][N:31]([C:34](=[O:35])[O:36][C:37]([CH3:38])([CH3:39])[CH3:40])[CH2:32][CH2:33]2)[c:5]([C:6](=[O:7])[NH:8][c:9]2[c:10]([C:11](=[O:12])[NH:13][c:14]3[n:15][cH:16][c:17]([Cl:20])[cH:18][cH:19]3)[cH:21][cH:22][cH:23][cH:24]2)[cH:25][cH:26]1>>[c:2]1([N:46]2[CH2:41][CH2:42][O:43][CH2:44][CH2:45]2)[cH:3][c:4]([O:27][CH:28]2[CH2:29][CH2:30][N:31]([C:34](=[O:35])[O:36][C:37]([CH3:38])([CH3:39])[CH3:40])[CH2:32][CH2:33]2)[c:5]([C:6](=[O:7])[NH:8][c:9]2[c:10]([C:11](=[O:12])[NH:13][c:14]3[n:15][cH:16][c:17]([Cl:20])[cH:18][cH:19]3)[cH:21][cH:22][cH:23][cH:24]2)[cH:25][cH:26]1. The reactants are COCCOC1C(CO)OC(n2cnc3c(NC(=O)c4ccccc4)ncnc32)C1O, O=C([O-])O, COc1ccc(C(Cl)(c2ccccc2)c2ccc(OC)cc2)cc1, [Na+], O, c1ccncc1. Yields the product COCCOC1C(COC(c2ccccc2)(c2ccc(OC)cc2)c2ccc(OC)cc2)OC(n2cnc3c(NC(=O)c4ccccc4)ncnc32)C1O. Reaction SMILES: [C:1]([c:2]1[cH:3][cH:4][cH:5][cH:6][cH:7]1)(=[O:8])[NH:9][c:10]1[c:11]2[n:12][cH:13][n:14]([CH:15]3[CH:16]([OH:17])[CH:18]([O:19][CH2:20][CH2:21][O:22][CH3:23])[CH:24]([CH2:25][OH:26])[O:27]3)[c:28]2[n:29][cH:30][n:31]1.[C:56](=[O:57])([OH:58])[O-:59].[CH3:32][O:33][c:34]1[cH:35][cH:36][c:37]([C:38]([c:39]2[cH:40][cH:41][c:42]([O:45][CH3:46])[cH:43][cH:44]2)([c:47]2[cH:48][cH:49][cH:50][cH:51][cH:52]2)[Cl:53])[cH:54][cH:55]1.[Na+:60].[OH2:61].[cH:62]1[cH:63][cH:64][n:65][cH:66][cH:67]1>>[C:1]([c:2]1[cH:3][cH:4][cH:5][cH:6][cH:7]1)(=[O:8])[NH:9][c:10]1[c:11]2[n:12][cH:13][n:14]([CH:15]3[CH:16]([OH:17])[CH:18]([O:19][CH2:20][CH2:21][O:22][CH3:23])[CH:24]([CH2:25][O:26][C:38]([c:37]4[cH:36][cH:35][c:34]([O:33][CH3:32])[cH:55][cH:54]4)([c:39]4[cH:40][cH:41][c:42]([O:45][CH3:46])[cH:43][cH:44]4)[c:47]4[cH:48][cH:49][cH:50][cH:51][cH:52]4)[O:27]3)[c:28]2[n:29][cH:30][n:31]1. Reactants: CO, Cl, [Na+], [OH-], O, COC(=O)c1ccc(C(=O)NN=C(C)c2nn(C)c(-c3cccc(C(F)(F)F)c3)c2O)cc1. Product: CC(=NNC(=O)c1ccc(C(=O)O)cc1)c1nn(C)c(-c2cccc(C(F)(F)F)c2)c1O. Reaction SMILES: [CH3:34][OH:35].[ClH:38].[Na+:37].[OH-:36].[OH2:39].[OH:1][c:2]1[c:3]([C:18]([CH3:19])=[N:20][NH:21][C:22](=[O:23])[c:24]2[cH:25][cH:26][c:27]([C:28](=[O:29])[O:30][CH3:31])[cH:32][cH:33]2)[n:4][n:5]([CH3:17])[c:6]1-[c:7]1[cH:8][c:9]([C:13]([F:14])([F:15])[F:16])[cH:10][cH:11][cH:12]1>>[OH:1][c:2]1[c:3]([C:18]([CH3:19])=[N:20][NH:21][C:22](=[O:23])[c:24]2[cH:25][cH:26][c:27]([C:28](=[O:29])[OH:30])[cH:32][cH:33]2)[n:4][n:5]([CH3:17])[c:6]1-[c:7]1[cH:8][c:9]([C:13]([F:14])([F:15])[F:16])[cH:10][cH:11][cH:12]1.